Dataset: the Open Reaction Database (ORD), a public repository of structured organic reaction records. Task: describe an organic reaction: reactants, conditions, products, and yield Reaction SMILES: [CH3:29][CH2:30][OH:31].[ClH:34].[F:1][c:2]1[c:3]([C:4](=[O:5])[O:6][CH3:7])[cH:8][cH:9][c:10]([NH:12][CH2:13][CH2:14][CH2:15][CH2:16][CH2:17][CH2:18][CH2:19][CH2:20][CH2:21][CH2:22][CH2:23][CH2:24][CH2:25][CH2:26][CH2:27][CH3:28])[cH:11]1.[K+:33].[OH-:32].[OH2:35]>>[F:1][c:2]1[c:3]([C:4](=[O:5])[OH:6])[cH:8][cH:9][c:10]([NH:12][CH2:13][CH2:14][CH2:15][CH2:16][CH2:17][CH2:18][CH2:19][CH2:20][CH2:21][CH2:22][CH2:23][CH2:24][CH2:25][CH2:26][CH2:27][CH3:28])[cH:11]1. The product is CCCCCCCCCCCCCCCCNc1ccc(C(=O)O)c(F)c1. Starting materials: CCO, Cl, CCCCCCCCCCCCCCCCNc1ccc(C(=O)OC)c(F)c1, [K+], [OH-], O. The reactants are CCOC(C)=O, CNc1ccncc1S(N)(=O)=O, CC(C)O, Cl. Yields the product CN1CNS(=O)(=O)c2cnccc21. RXN SMILES: [CH3:13][CH2:14][O:15][C:16](=[O:17])[CH3:18].[CH3:1][NH:2][c:3]1[c:4]([S:9](=[O:10])(=[O:11])[NH2:12])[cH:5][n:6][cH:7][cH:8]1.[CH:20]([OH:21])([CH3:22])[CH3:23].[ClH:19]>>[CH3:1][N:2]1[c:3]2[c:4]([cH:5][n:6][cH:7][cH:8]2)[S:9](=[O:10])(=[O:11])[NH:12][CH2:13]1. Reactants: C(C)OC(=O)C(CNC1=NC=NC2=CC=CC=C12)C#CC1=CC=CC=C1 (4-[2-ethoxycarbonyl-4-phenyl-3-butynylamino]quinazoline), CN(C)[BH3-].[Li+] (lithium dimethylaminoborohydride), C(O)([O-])=O.[Na+] (sodium hydrogencarbonate), Cl (HCl). Reaction SMILES: C([O:3][C:4]([CH:6]([C:19]#[C:20][C:21]1[CH:26]=[CH:25][CH:24]=[CH:23][CH:22]=1)[CH2:7][NH:8][C:9]1[C:18]2[C:13](=[CH:14][CH:15]=[CH:16][CH:17]=2)[N:12]=[CH:11][N:10]=1)=O)C.CN([BH3-])C.[Li+].Cl.C(=O)([O-])O.[Na+]>O1CCCC1>[OH:3][CH2:4][CH:6]([C:19]#[C:20][C:21]1[CH:22]=[CH:23][CH:24]=[CH:25][CH:26]=1)[CH2:7][NH:8][C:9]1[C:18]2[C:13](=[CH:14][CH:15]=[CH:16][CH:17]=2)[N:12]=[CH:11][N:10]=1 |f:1.2,4.5|. Procedure details: To 10 ml of tetrahydrofuran were added 200 mg of 4-[2-ethoxycarbonyl-4-phenyl-3-butynylamino]quinazoline and 1 ml of a lithium dimethylaminoborohydride solution (1 M in tetrahydrofuran), and the mixture was stirred at room temperature for an hour. To the reaction mixture, 20 ml of 1 N HCl was added and the mixture was stirred for 10 minutes. The reaction mixture was neutralized with an added aqueous solution of sodium hydrogencarbonate; thereafter, two extractions were conducted with 40 ml of et... Yields the product OCC(CNC1=NC=NC2=CC=CC=C12)C#CC1=CC=CC=C1 (4-[2-hydroxymethyl-4-phenyl-3-butynylamino]quinazoline). Yield: 21.1%. The solvent is O1CCCC1 (tetrahydrofuran). Reactants: C(C)(=O)NC(C(=O)OCC)Br (ethyl 2-acetamido-2-bromoacetate), O1CCCC1 (tetrahydrofuran), CN (methylamine), O1CCCC1 (tetrahydrofuran). Conditions: temperature -78 celsius, time 1 hour. Yields the product CCNC(C(=O)OCC)NC(=O)C ((D,L)-Ethyl 2-acetamido-2-(ethylamino)acetate). As a reaction SMILES: [C:1]([NH:4][CH:5](Br)[C:6]([O:8][CH2:9][CH3:10])=[O:7])(=[O:3])[CH3:2].C[NH2:13].O1[CH2:18][CH2:17]CC1>>[CH3:17][CH2:18][NH:13][CH:5]([NH:4][C:1]([CH3:2])=[O:3])[C:6]([O:8][CH2:9][CH3:10])=[O:7]. Procedure details: A cold (-78° C.) solution of ethyl 2-acetamido-2-bromoacetate (2.10 g, 9.38 mmol) in dry tetrahydrofuran (80 mL) was added slowly into a cooled (-78° C.) tetrahydrofuran (20 mL) solution of methylamine (1.40 g, 31.04 mmol) over a period of 20 min. The reaction was stirred at -78° C. (1 h), and then at room temperature (1 h). The precipitated salt was filtered and the filtrate concentrated. The residue was purified by flash column chromatography on SiO2 using 3% methanol/chloroform as the eluent ... The reactants are C(C1=CC=CC=C1)OC1=CC=CC=2N(C(=NC21)OC)C (4-benzyloxy-2-methoxy-1-methyl-1H-benzimidazole). The solvent is CO (methanol). Procedure: A mixture of 4-benzyloxy-2-methoxy-1-methyl-1H-benzimidazole (254.8 mg) and 10% palladium on carbon (25 mg) in methanol (2.5 ml) was stirred for 7 hours at ambient temperature under hydrogen atmosphere. Insoluble material was filtered off, and the filtrate was concentrated in vacuo. The residue was purified by column chromatography on silica gel (ethyl acetate:n-hexane=3:1, V/V) to give 4-hydroxy-2-methoxy-1-methyl-1H-benzimidazole (58.7 mg). The reagents and catalysts are [Pd] (palladium on carbon). Conditions: time 7 hour. Reaction SMILES: C([O:8][C:9]1[C:17]2[N:16]=[C:15]([O:18][CH3:19])[N:14]([CH3:20])[C:13]=2[CH:12]=[CH:11][CH:10]=1)C1C=CC=CC=1>[Pd].CO>[OH:8][C:9]1[C:17]2[N:16]=[C:15]([O:18][CH3:19])[N:14]([CH3:20])[C:13]=2[CH:12]=[CH:11][CH:10]=1. Product: OC1=CC=CC=2N(C(=NC21)OC)C (4-hydroxy-2-methoxy-1-methyl-1H-benzimidazole). Isolated yield 34.7%. Starting materials: Cc1c(OCC(F)(F)F)ccnc1CSc1nc2ccccc2[nH]1, CC(=O)O, CO, [Na+], [Na+], [Na+], O=S([O-])([O-])=S, [OH-], O, OO. Product: Cc1c(OCC(F)(F)F)ccnc1CS(=O)c1nc2ccccc2[nH]1. As a reaction SMILES: [CH3:1][c:2]1[c:3]([CH2:14][S:15][c:16]2[n:17][c:18]3[c:19]([nH:20]2)[cH:21][cH:22][cH:23][cH:24]3)[n:4][cH:5][cH:6][c:7]1[O:8][CH2:9][C:10]([F:11])([F:12])[F:13].[CH3:34][C:35](=[O:36])[OH:37].[CH3:38][OH:39].[Na+:26].[Na+:27].[Na+:28].[O-:29][S:30]([O-:31])(=[S:32])=[O:33].[OH-:25].[OH2:40].[OH:41][OH:42]>>[CH3:1][c:2]1[c:3]([CH2:14][S:15]([c:16]2[nH:17][c:18]3[c:19]([n:20]2)[cH:21][cH:22][cH:23][cH:24]3)=[O:29])[n:4][cH:5][cH:6][c:7]1[O:8][CH2:9][C:10]([F:11])([F:12])[F:13]. Starting materials: O=C([O-])[O-], C1COCCN1, CN(C)C=O, COc1cc2c(Oc3ccc(C)cc3C(=O)c3ccccc3)ccnc2cc1OCCCCCl, [K+], [K+], O. As a reaction SMILES: [C:41](=[O:42])([O-:43])[O-:44].[CH2:35]1[CH2:36][O:37][CH2:38][CH2:39][NH:40]1.[CH3:48][N:49]([CH3:50])[CH:51]=[O:52].[Cl:1][CH2:2][CH2:3][CH2:4][CH2:5][O:6][c:7]1[c:8]([O:33][CH3:34])[cH:9][c:10]2[c:11]([O:17][c:18]3[c:19]([C:25](=[O:26])[c:27]4[cH:28][cH:29][cH:30][cH:31][cH:32]4)[cH:20][c:21]([CH3:24])[cH:22][cH:23]3)[cH:12][cH:13][n:14][c:15]2[cH:16]1.[K+:45].[K+:46].[OH2:47]>>[CH2:2]([CH2:3][CH2:4][CH2:5][O:6][c:7]1[c:8]([O:33][CH3:34])[cH:9][c:10]2[c:11]([O:17][c:18]3[c:19]([C:25](=[O:26])[c:27]4[cH:28][cH:29][cH:30][cH:31][cH:32]4)[cH:20][c:21]([CH3:24])[cH:22][cH:23]3)[cH:12][cH:13][n:14][c:15]2[cH:16]1)[N:40]1[CH2:35][CH2:36][O:37][CH2:38][CH2:39]1. Product: COc1cc2c(Oc3ccc(C)cc3C(=O)c3ccccc3)ccnc2cc1OCCCCN1CCOCC1. The reactants are N-methyl-cinnamylamines, C(C)=NC1CCCCC1 (N-ethylidenecyclohexylamine), C(C)OCC (diethyl ether), C(C)(C)NC(C)C (di-isopropylamine), C(C)OCC (diethyl ether), C(C1=CC=CC=C1)OC1=CC=C(C=O)C=C1 (4-benzyloxy-benzaldehyde), C(C)OCC (diethyl ether). Solvent: C(CCC)[Li] (n-butyl lithium), CCCCCC (hexane), O1CCCC1 (tetrahydrofuran). Yields the product C(C1=CC=CC=C1)OC1=CC=C(C=CC=O)C=C1 (4-benzyloxycinnamaldehyde). Reaction SMILES: C(NC(C)C)(C)C.C(=NC1CCCCC1)C.[CH2:17]([O:24][C:25]1[CH:32]=[CH:31][C:28]([CH:29]=O)=[CH:27][CH:26]=1)[C:18]1[CH:23]=[CH:22][CH:21]=[CH:20][CH:19]=1.[CH2:33]([O:35]CC)[CH3:34]>C([Li])CCC.CCCCCC.O1CCCC1>[CH2:17]([O:24][C:25]1[CH:32]=[CH:31][C:28]([CH:29]=[CH:34][CH:33]=[O:35])=[CH:27][CH:26]=1)[C:18]1[CH:23]=[CH:22][CH:21]=[CH:20][CH:19]=1. Procedure details: Other N-methyl-cinnamylamines can be prepared as follows: To the solution of 5.55 g of di-isopropylamine in 60 ml of diethyl ether, 35 ml of 1.6 molar n-butyl lithium in hexane are added dropwise while stirring at -20° under nitrogen. Thereupon the solution of 6.9 g of N-ethylidenecyclohexylamine in 50 ml of diethyl ether is added dropwise at -20°, followed by the solution of 10.6 g of 4-benzyloxy-benzaldehyde in 50 ml of diethyl ether and 10 ml of tetrahydrofuran at -70°. The mixture is stirred... Reactants: CCI, O=[N+]([O-])c1ccc(Cn2c(-c3ccccc3)n[nH]c2=S)cc1. Yields the product CCSc1nnc(-c2ccccc2)n1Cc1ccc([N+](=O)[O-])cc1. RXN SMILES: [CH2:23]([CH3:24])[I:25].[N+:1](=[O:2])([O-:3])[c:4]1[cH:5][cH:6][c:7]([CH2:8][n:9]2[c:10](=[S:20])[nH:11][n:12][c:13]2-[c:14]2[cH:15][cH:16][cH:17][cH:18][cH:19]2)[cH:21][cH:22]1>>[N+:1](=[O:2])([O-:3])[c:4]1[cH:5][cH:6][c:7]([CH2:8][n:9]2[c:10]([S:20][CH2:23][CH3:24])[n:11][n:12][c:13]2-[c:14]2[cH:15][cH:16][cH:17][cH:18][cH:19]2)[cH:21][cH:22]1.